This data is from the Open Reaction Database (ORD), a public repository of structured organic reaction records. The task is: describe an organic reaction: reactants, conditions, products, and yield The reactants are CN(C)CCNC(=O)c1ccc(Cl)c(Oc2cc(Nc3nc(C4CCNCC4)ns3)ncc2Br)c1, CC(=O)Cl, CCN(C(C)C)C(C)C, Cl, Cl, CN(C)C=O. Yields the product CC(=O)N1CCC(c2nsc(Nc3cc(Oc4cc(C(=O)NCCN(C)C)ccc4Cl)c(Br)cn3)n2)CC1. As a reaction SMILES: [Br:3][c:4]1[c:5]([O:22][c:23]2[cH:24][c:25]([C:26](=[O:27])[NH:28][CH2:29][CH2:30][N:31]([CH3:32])[CH3:33])[cH:34][cH:35][c:36]2[Cl:37])[cH:6][c:7]([NH:10][c:11]2[n:12][c:13]([CH:16]3[CH2:17][CH2:18][NH:19][CH2:20][CH2:21]3)[n:14][s:15]2)[n:8][cH:9]1.[CH3:47][C:48]([Cl:49])=[O:50].[CH:38]([N:39]([CH2:40][CH3:41])[CH:42]([CH3:43])[CH3:44])([CH3:45])[CH3:46].[ClH:1].[ClH:2].[O:51]=[CH:52][N:53]([CH3:54])[CH3:55]>>[Br:3][c:4]1[c:5]([O:22][c:23]2[cH:24][c:25]([C:26](=[O:27])[NH:28][CH2:29][CH2:30][N:31]([CH3:32])[CH3:33])[cH:34][cH:35][c:36]2[Cl:37])[cH:6][c:7]([NH:10][c:11]2[n:12][c:13]([CH:16]3[CH2:17][CH2:18][N:19]([C:48]([CH3:47])=[O:50])[CH2:20][CH2:21]3)[n:14][s:15]2)[n:8][cH:9]1. Starting materials: COC(=O)c1cc(Br)n(S(=O)(=O)c2ccccc2)c1, Cc1ccccc1, OB(O)C1CC1, C1CCC(P(C2CCCCC2)C2CCCCC2)CC1, [K+], [K+], [K+], CC(=O)[O-], CC(=O)[O-], O, O=P([O-])([O-])[O-], [Pd+2]. Product: COC(=O)c1cc(C2CC2)n(S(=O)(=O)c2ccccc2)c1. RXN SMILES: [Br:1][c:2]1[cH:3][c:4]([C:16](=[O:17])[O:18][CH3:19])[cH:5][n:6]1[S:7](=[O:8])(=[O:9])[c:10]1[cH:11][cH:12][cH:13][cH:14][cH:15]1.[CH3:53][c:54]1[cH:55][cH:56][cH:57][cH:58][cH:59]1.[CH:20]1([B:23]([OH:24])[OH:25])[CH2:21][CH2:22]1.[CH:26]1([P:27]([CH:28]2[CH2:29][CH2:30][CH2:31][CH2:32][CH2:33]2)[CH:34]2[CH2:35][CH2:36][CH2:37][CH2:38][CH2:39]2)[CH2:40][CH2:41][CH2:42][CH2:43][CH2:44]1.[K+:50].[K+:51].[K+:52].[O-:62][C:63]([CH3:64])=[O:65].[O-:66][C:67]([CH3:68])=[O:69].[OH2:60].[P:45]([O-:46])([O-:47])([O-:48])=[O:49].[Pd+2:61]>>[c:2]1([CH:20]2[CH2:21][CH2:22]2)[cH:3][c:4]([C:16](=[O:17])[O:18][CH3:19])[cH:5][n:6]1[S:7](=[O:8])(=[O:9])[c:10]1[cH:11][cH:12][cH:13][cH:14][cH:15]1. Yield: 31.9%. Run at time 10 minute. Reaction SMILES: [N+:1]([O-:4])(O)=[O:2].[Cl:5][C:6]1[CH:11]=[C:10]([F:12])[CH:9]=[CH:8][C:7]=1[NH2:13].CCOC(C)=O>OS(O)(=O)=O>[Cl:5][C:6]1[CH:11]=[C:10]([F:12])[C:9]([N+:1]([O-:4])=[O:2])=[CH:8][C:7]=1[NH2:13]. Procedure details: Concentrated nitric acid (8.8 g, 91 mmol) was added drop wise over 30 min to a stirred solution of 2-chloro-4-fluoro-phenylamine (12 g, 82.3 mmol) in conc H2SO4 acid (100 mL) at −10° C. The mixture was stirred at that temperature for 10 min. Then the reaction mixture was poured into cooled EtOAc, and ice water was added. The organic layer was separated and washed with brine and saturated NaHCO3 solution, dried (MgSO4) and concentrated in vacuo. Recrystallization (ethyl ether) provided 2-chloro-4... The solvent is OS(=O)(=O)O (H2SO4). Starting materials: [N+](=O)(O)[O-] (nitric acid), ClC1=C(C=CC(=C1)F)N (2-chloro-4-fluoro-phenylamine), CCOC(=O)C (EtOAc), ice water. The product is ClC1=C(N)C=C(C(=C1)F)[N+](=O)[O-] (2-chloro-4-fluoro-5-nitroaniline). Starting materials: O.N[C@H](C(=O)O)CC1CCCCC1 ((S)-(+)-α-aminocyclohexanepropionic acid hydrate), C(C)#N (acetonitrile). Product: C1(CCCCC1)C[C@@H](C(=O)O)N1C(C2=CC=CC=C2C1)=O ((S)-3-Cyclohexyl-2-(1-oxo-1,3-dihydro-isoindol-2-yl)-propionic acid). Isolated yield 78.0%. RXN SMILES: [OH2:1].[NH2:2][C@@H:3]([CH2:7][CH:8]1[CH2:13][CH2:12][CH2:11][CH2:10][CH2:9]1)[C:4]([OH:6])=[O:5].[C:14](#N)[CH3:15]>>[CH:8]1([CH2:7][C@H:3]([N:2]2[CH2:15][C:14]3[C:9](=[CH:8][CH:7]=[CH:3][CH:4]=3)[C:10]2=[O:1])[C:4]([OH:6])=[O:5])[CH2:13][CH2:12][CH2:11][CH2:10][CH2:9]1 |f:0.1|. Reported procedure: A mixture of (S)-(+)-α-aminocyclohexanepropionic acid hydrate (5.00 g; 29.2 mmol) and phthalic dicarboxaldehyde (4.21 g; 31.3 mmol) in acetonitrile (120 mL) was refluxed for 20 h under nitrogen. The mixture was allowed to cool to room temperature and further cooled to 0° C. The solid was filtered off and washed once with cold acetonitrile (50 mL) to give 6.54 g (78%) of (S)-3-Cyclohexyl-2-(1-oxo-1,3-dihydro-isoindol-2-yl)-propionic acid as a white solid: EI-HRMS m/e calcd for C17H21NO3 (M+) 287.... Reported procedure: As described in EP-A 1 331 222, 5-amino-1-[2,6-dichloro-4-(trifluoromethyl)phenyl]-1H-pyrazole-3-carbonitrile (II) is sulfinylated using N-trifluoromethylsulfinylsuccinimide as the sulfinylating agent in the presence of triethylamine and without the addition of a chlorinating agent. The intermediate N-trifluoromethylsulfinylamino-pyrazole is isolated and under the conditions of a Thia-Fries rearrangement transformed into the final product 5-amino-1-[2,6-dichloro-4-(trifluoromethyl)phenyl]-4-(tri... The reactants are NC1=CC(=NN1C1=C(C=C(C=C1Cl)C(F)(F)F)Cl)C#N (5-amino-1-[2,6-dichloro-4-(trifluoromethyl)phenyl]-1H-pyrazole-3-carbonitrile), FC(S(=O)N1C(CCC1=O)=O)(F)F (N-trifluoromethylsulfinylsuccinimide). Yields the product FC(S(=O)NN1N=CC=C1)(F)F (N-trifluoromethylsulfinylamino-pyrazole). As a reaction SMILES: N[C:2]1[N:6](C2C(Cl)=CC(C(F)(F)F)=CC=2Cl)[N:5]=[C:4](C#N)[CH:3]=1.[F:21][C:22]([F:33])([F:32])[S:23]([N:25]1C(=O)CCC1=O)=[O:24]>C(N(CC)CC)C>[F:21][C:22]([F:33])([F:32])[S:23]([NH:25][N:6]1[CH:2]=[CH:3][CH:4]=[N:5]1)=[O:24]. Run in C(C)N(CC)CC (triethylamine). The reactants are II (iodine), FC1=C(C=C2CCC(OC2=C1F)CCCCC)OCOC (7,8-difluoro-6-methoxymethoxy-2-pentylchroman), [Li]CCCC (n-BuLi), S(=O)(O)[O-].[Na+] (sodium hydrogensulfite). The solvent is C1CCOC1 (THF), CC(C)(C)OC (MTBE), C1CCOC1 (THF). Conditions: time 1 hour. Yields the product FC1=C(C(=C2CCC(OC2=C1F)CCCCC)I)OCOC (7,8-difluoro-5-iodo-6-methoxymethoxy-2-pentylchroman). Reaction SMILES: [F:1][C:2]1[C:11]([F:12])=[C:10]2[C:5]([CH2:6][CH2:7][CH:8]([CH2:13][CH2:14][CH2:15][CH2:16][CH3:17])[O:9]2)=[CH:4][C:3]=1[O:18][CH2:19][O:20][CH3:21].[Li]CCCC.[I:27]I.S([O-])(O)=O.[Na+]>C1COCC1.CC(OC)(C)C>[F:1][C:2]1[C:11]([F:12])=[C:10]2[C:5]([CH2:6][CH2:7][CH:8]([CH2:13][CH2:14][CH2:15][CH2:16][CH3:17])[O:9]2)=[C:4]([I:27])[C:3]=1[O:18][CH2:19][O:20][CH3:21] |f:3.4|. Procedure: 17.7 g (58.9 mmol) of 7,8-difluoro-6-methoxymethoxy-2-pentylchroman are initially introduced in 370 ml of THF, and 47.7 ml (75.9 mmol) of n-BuLi (15% soln. in hexane) are added dropwise at −78° C. When the addition is complete, the mixture is stirred at this temperature for 30 min and subsequently at room temperature for 1 h. The solution is re-cooled to −78° C., and a solution of 17.9 g (70.7 mol) of iodine in 100 ml of THF is added dropwise. The reaction mixture is stirred at room temperature ... RXN SMILES: [C:1]([O:4][CH:5]([C:7]1([C:16]([NH:18][CH2:19][C:20]2[CH:25]=[C:24]([C:26]([F:29])([F:28])[F:27])[CH:23]=[CH:22][C:21]=2[O:30]C(C)(C)C)=[O:17])[CH2:11][CH2:10][CH:9]([O:12][C:13](=[O:15])[CH3:14])[CH2:8]1)[CH3:6])(=[O:3])[CH3:2]>Cl.O1CCOCC1>[C:13]([O:12][CH:9]1[CH2:10][CH2:11][C:7]([CH:5]([O:4][C:1](=[O:3])[CH3:2])[CH3:6])([C:16]([NH:18][CH2:19][C:20]2[CH:25]=[C:24]([C:26]([F:27])([F:29])[F:28])[CH:23]=[CH:22][C:21]=2[OH:30])=[O:17])[CH2:8]1)(=[O:15])[CH3:14]. Solvent: Cl (HCl), O1CCOCC1 (dioxane). Reactants: C(C)(=O)OC(C)C1(CC(CC1)OC(C)=O)C(=O)NCC1=C(C=CC(=C1)C(F)(F)F)OC(C)(C)C (1-[3-(Acetyloxy)-1-({[2-tert-butoxy-5-(trifluoromethyl)benzyl]amino}carbonyl)cyclopentyl]ethyl acetate). Reaction conditions: time 65 minute. Yields the product C(C)(=O)OC1CC(CC1)(C(=O)NCC1=C(C=CC(=C1)C(F)(F)F)O)C(C)OC(C)=O (3-[1-(acetyloxy)ethyl]-3-({[2-hydroxy-5-(trifluoromethyl)benzyl]amino}carbonyl)cyclopentyl acetate). Reported procedure: 1-[3-(Acetyloxy)-1-({[2-tert-butoxy-5-(trifluoromethyl)benzyl]amino}carbonyl)cyclopentyl]ethyl acetate (7.0 g, 14.4 mmol) was dissolved in anhydrous 4N HCl in dioxane (40 mL) and stirred at rt for 65 min. The reaction mixture was then concentrated to give 3-[1-(acetyloxy)ethyl]-3-({[2-hydroxy-5-(trifluoromethyl)benzyl]amino}carbonyl)cyclopentyl acetate. Reactants: BrC1=C(C=C(C=C1)C(=O)N1CCN(CC1)C1=NC=C(C=C1C)C)F ((4-bromo-3-fluorophenyl)[4-(3,5-dimethylpyridin-2-yl)piperazin-1-yl]methanone), O=C1OC[C@H](N1)COC(C1=CC=CC=C1)=O (benzoic acid (R)-2-oxooxazolidin-4-ylmethyl ester). Yields the product CC=1C(=NC=C(C1)C)N1CCN(CC1)C(=O)C1=CC(=C(C=C1)N1C(OC[C@H]1COC(C1=CC=CC=C1)=O)=O)F (benzoic acid (R)-3-{4-[4-(3,5-dimethylpyridin-2-yl)piperazine-1-carbonyl]-2-fluorophenyl}-2-oxooxazolidin-4-ylmethyl ester). Yield: 13.8%. RXN SMILES: Br[C:2]1[CH:7]=[CH:6][C:5]([C:8]([N:10]2[CH2:15][CH2:14][N:13]([C:16]3[C:21]([CH3:22])=[CH:20][C:19]([CH3:23])=[CH:18][N:17]=3)[CH2:12][CH2:11]2)=[O:9])=[CH:4][C:3]=1[F:24].[O:25]=[C:26]1[NH:30][C@H:29]([CH2:31][O:32][C:33](=[O:40])[C:34]2[CH:39]=[CH:38][CH:37]=[CH:36][CH:35]=2)[CH2:28][O:27]1>>[CH3:22][C:21]1[C:16]([N:13]2[CH2:14][CH2:15][N:10]([C:8]([C:5]3[CH:6]=[CH:7][C:2]([N:30]4[C@H:29]([CH2:31][O:32][C:33](=[O:40])[C:34]5[CH:39]=[CH:38][CH:37]=[CH:36][CH:35]=5)[CH2:28][O:27][C:26]4=[O:25])=[C:3]([F:24])[CH:4]=3)=[O:9])[CH2:11][CH2:12]2)=[N:17][CH:18]=[C:19]([CH3:23])[CH:20]=1. Procedure details: By reaction and treatment in the same manner as in Example 110 and using (4-bromo-3-fluorophenyl)[4-(3,5-dimethylpyridin-2-yl)piperazin-1-yl]methanone (1.96 g) described in Preparation Example 66 and benzoic acid (R)-2-oxooxazolidin-4-ylmethyl ester (1.33 g), the title compound (367 mg) was obtained. The reactants are P(=O)(Cl)(Cl)Cl (Phosphorus oxychloride), C(C)OC(C(=O)NCC(C(C)(C)C)=O)=O (N-(3.3-dimethyl-2-oxo-butyl) oxalamic acid ethyl ester), O (water). Run in C1(=CC=CC=C1)C (toluene). Product: C(C)OC(=O)C=1OC(=CN1)C(C)(C)C (5-tert-butyl-oxazole-2-carboxylic acid ethyl ester). The yield is 57.6%. RXN SMILES: P(Cl)(Cl)(Cl)=O.[CH2:6]([O:8][C:9](=[O:20])[C:10]([NH:12][CH2:13][C:14](=[O:19])[C:15]([CH3:18])([CH3:17])[CH3:16])=O)[CH3:7].O>C1(C)C=CC=CC=1>[CH2:6]([O:8][C:9]([C:10]1[O:19][C:14]([C:15]([CH3:18])([CH3:17])[CH3:16])=[CH:13][N:12]=1)=[O:20])[CH3:7]. Procedure details: Phosphorus oxychloride (16.3 ml, 0.178 mol) is added to a stirred solution of N-(3.3-dimethyl-2-oxo-butyl) oxalamic acid ethyl ester (38.4 g, 0.178 mol) in toluene (p150 ml). The mixture is heated gradually to reflux, and then refluxed for 16 h. After cooling, the mixture is added portionwise to water (500 ml) and stirred vigorously. The organic phase is separated and washed thoroughly with saturated sodium hydrogen carbonate solution (500 ml) and then twice with water (500 ml). The organic phas... Reactants: C1=CC2=C(C=C1C#N)C(=CN2)CCCCN3CCN(CC3)C=4C=CC5=C(C4)C=C(O5)C(=O)N (vilazodone), Cl (hydrochloric acid), ClCCCC(=O)C1=CNC2=CC=C(C=C12)C#N (3-(4-chlorobutyryl)-1H-indole-5-carbonitrile), [BH4-].[Na+] (sodium borohydride). Run in C(C)(C)O (isopropanol). Product: OCCCCC1=CNC2=CC=C(C=C12)C#N (3-(4-hydroxybutyl)-1H-indole-5-carbonitrile). RXN SMILES: [CH:1]1[C:6]([C:7]#[N:8])=[CH:5][C:4]2[C:9]([CH2:12][CH2:13][CH2:14][CH2:15]N3CCN(C4C=CC5OC(C(N)=O)=CC=5C=4)CC3)=[CH:10][NH:11][C:3]=2[CH:2]=1.ClCCCC(C1C2C(=CC=C(C#N)C=2)NC=1)=[O:39].[BH4-].[Na+].Cl>C(O)(C)C>[OH:39][CH2:15][CH2:14][CH2:13][CH2:12][C:9]1[C:4]2[C:3](=[CH:2][CH:1]=[C:6]([C:7]#[N:8])[CH:5]=2)[NH:11][CH:10]=1 |f:2.3|. Reported procedure: As per the process described in CN'932 publication, vilazodone is prepared by reacting 3-(4-chlorobutyryl)-1H-indole-5-carbonitrile with sodium borohydride in isopropanol at reflux temperature, followed by treating the reaction mass with dilute hydrochloric acid and subsequent workup and then subjecting to column chromatography purifications to produce 3-(4-hydroxybutyl)-1H-indole-5-carbonitrile. The hydroxylbutyl intermediate obtained is then subjected to sulfonylation using a sulfonylating age...